This data is from the Open Reaction Database (ORD), a public repository of structured organic reaction records. The task is: describe an organic reaction: reactants, conditions, products, and yield Starting materials: N[C@@H](C(C)C)C(=O)O (L-valine), C(C)(=O)SCC(C(=O)Cl)C (3-acetylthio-2-methyl-propanoyl chloride). Yields the product C(C)(=O)SCC(C(=O)N[C@@H](C(C)C)C(=O)O)C ((±)-N-[3-(acetylthio)-2-methyl -1-oxopropyl]-L-valine). Reaction SMILES: [NH2:1][C@H:2]([C:6]([OH:8])=[O:7])[CH:3]([CH3:5])[CH3:4].[C:9]([S:12][CH2:13][CH:14]([CH3:18])[C:15](Cl)=[O:16])(=[O:11])[CH3:10]>>[C:9]([S:12][CH2:13][CH:14]([CH3:18])[C:15]([NH:1][C@H:2]([C:6]([OH:8])=[O:7])[CH:3]([CH3:5])[CH3:4])=[O:16])(=[O:11])[CH3:10]. Reported procedure: Following the procedure of Example 16, L-valine is reacted with 3-acetylthio-2-methyl-propanoyl chloride to give (±)-N-[3-(acetylthio)-2-methyl -1-oxopropyl]-L-valine.